This data is from the Open Reaction Database (ORD), a public repository of structured organic reaction records. The task is: describe an organic reaction: reactants, conditions, products, and yield The reactants are C(CC)(=O)CC(=O)OCC1=CC=CC=C1 (benzyl propionylacetate), FC1=C(C=O)C=CC(=C1)F (2,4-difluorobenzaldehyde). Reagents/catalysts: C(C)(=O)[O-].[NH2+]1CCCCC1 (piperidinium acetate). Run in C1=CC=CC=C1 (benzene). Product: FC1=C(C=CC(=C1)F)C=C(C(=O)OCC1=CC=CC=C1)C(CC)=O (Benzyl 2-[(2,4-difluorophenyl)methylene]-3-oxopentanoate). The yield is 100.3%. RXN SMILES: [C:1]([CH2:5][C:6]([O:8][CH2:9][C:10]1[CH:15]=[CH:14][CH:13]=[CH:12][CH:11]=1)=[O:7])(=[O:4])[CH2:2][CH3:3].[F:16][C:17]1[CH:24]=[C:23]([F:25])[CH:22]=[CH:21][C:18]=1[CH:19]=O>C1C=CC=CC=1.C([O-])(=O)C.[NH2+]1CCCCC1>[F:16][C:17]1[CH:24]=[C:23]([F:25])[CH:22]=[CH:21][C:18]=1[CH:19]=[C:5]([C:1](=[O:4])[CH2:2][CH3:3])[C:6]([O:8][CH2:9][C:10]1[CH:15]=[CH:14][CH:13]=[CH:12][CH:11]=1)=[O:7] |f:3.4|. Procedure: A solution of benzyl propionylacetate (157 g, 0.758 mol), 2,4-difluorobenzaldehyde (107.65 g, 0.758 mol), and piperidinium acetate (5.49 g, 38 mmol) in benzene (1 L) were stirred at room temperature for 96 h. The mixture was washed with water (2×100 mL), dried (magnesium sulfate) and the solvent evaporated under reduced pressure to yield the product as a pale yellow syrup (251.2 g) which was used in the next step without further purification. The reactants are C(C1=CC=CC=C1)C1CC(C1)C(=O)OCC (ethyl 3-benzylcyclobutanecarboxylate), C(Cl)Cl (DCM), [N+](=O)(O)[O-] (nitric acid), S(O)(O)(=O)=O (sulphuric acid), ice. The solvent is [N+](=O)([O-])C1=CC=CC=C1 (nitrobenzene). Run at time 1.5 hour. Product: [N+](=O)([O-])C1=CC=C(CC2CC(C2)C(=O)OCC)C=C1 (Ethyl 3-(4-nitrobenzyl)cyclobutanecarboxylate). As a reaction SMILES: [N+:1]([O-:4])(O)=[O:2].S(=O)(=O)(O)O.[CH2:10]([CH:17]1[CH2:20][CH:19]([C:21]([O:23][CH2:24][CH3:25])=[O:22])[CH2:18]1)[C:11]1[CH:16]=[CH:15][CH:14]=[CH:13][CH:12]=1.C(Cl)Cl>[N+](C1C=CC=CC=1)([O-])=O>[N+:1]([C:14]1[CH:15]=[CH:16][C:11]([CH2:10][CH:17]2[CH2:20][CH:19]([C:21]([O:23][CH2:24][CH3:25])=[O:22])[CH2:18]2)=[CH:12][CH:13]=1)([O-:4])=[O:2]. Procedure: A mixture of concentrated nitric acid (0.5 mL) and concentrated sulphuric acid (0.8 mL) was added slowly with stirring to an ice-cooled solution of ethyl 3-benzylcyclobutanecarboxylate (German Patent DE 2626287) (876 mmol, 4.02 mmol) in nitrobenzene (2 mL). The reaction mixture was warmed to ambient temperature and stirred for 1.5 h then poured onto ice/water. DCM (5 mL) was added and the mixture was stirred before passing through a phase separation cartridge. Solvent was removed by evaporation ...